Dataset: the Open Reaction Database (ORD), a public repository of structured organic reaction records. Task: describe an organic reaction: reactants, conditions, products, and yield Conditions: temperature 60 celsius. Product: COCC1(CCCCC1)C(=O)O (1-Methoxymethyl-1-cyclohexyl-carboxylic acid). Reaction SMILES: [CH:1]1([C:7]([OH:9])=[O:8])[CH2:6][CH2:5][CH2:4][CH2:3][CH2:2]1.C([N-]C(C)C)(C)C.[Li+].C([Li])CCC.C(NC(C)C)(C)C.[CH3:30][O:31][CH2:32]Cl>CCCCCC.C1COCC1>[CH3:30][O:31][CH2:32][C:1]1([C:7]([OH:9])=[O:8])[CH2:6][CH2:5][CH2:4][CH2:3][CH2:2]1 |f:1.2|. Run in CCCCCC (hexane), C1CCOC1 (THF). Reported procedure: 11.8 g (0.093 mole) of cyclohexylcarboxylic acid were added to a solution of lithium diisopropylamide prepared using 125 cm3 of a 1.50 M solution of butyllithium in hexane, 18.9 g of diisopropylamine and 200 cm3 of THF as the starting materials. After the mixture had been heated at 60° C. for 2 hours, 8 g of methoxymethyl chloride were added, at a temperature of -30° C. After the customary treatment, methoxymethylcyclohexylcarboxylic acid was distilled; this was in the form of a colourless liqui... The reactants are C(CCC)[Li] (butyllithium), C1(CCCCC1)C(=O)O (cyclohexylcarboxylic acid), C(C)(C)[N-]C(C)C.[Li+] (lithium diisopropylamide), C(C)(C)NC(C)C (diisopropylamine), solution, COCCl (methoxymethyl chloride).